This data is from the Open Reaction Database (ORD), a public repository of structured organic reaction records. The task is: describe an organic reaction: reactants, conditions, products, and yield Reactants: CCCC1=Nc2ccc(I)cc2C(=O)N1Cc3ccc(cc3)c4ccccc4S(=O)(=O)NC(C)(C)C, CN(C)c1ccc(cc1)B2OC(C)(C)C(C)(C)O2. The reagents and catalysts are CCN=P(N=P(N(C)C)(N(C)C)N(C)C)(N(C)C)N(C)C (P2-Et), CC(C)c1cc(C(C)C)c(-c2ccccc2[PH](C(C)(C)C)(C(C)(C)C)[Pd]2(OS(C)(=O)=O)Nc3ccccc3-c3ccccc32)c(C(C)C)c1 (tBuXphos G3). Run in CS(C)=O (DMSO), O (water), CS(C)=O (DMSO), CS(C)=O (DMSO), CS(C)=O (DMSO). Run at time 22 hour. The product is CCCC1=Nc2ccc(cc2C(=O)N1Cc3ccc(cc3)c4ccccc4S(=O)(=O)NC(C)(C)C)c5ccc(cc5)N(C)C, CCCC1=Nc2ccc(I)cc2C(=O)N1Cc3ccc(cc3)c4ccccc4S(=O)(=O)NC(C)(C)C, c1ccc(-c2ccccc2)cc1. Starting materials: BrC1=CC=CC2=C1C(N1[C@H](C=3N2C=NC3C(=O)N)CCC1)=O ((S)-8-bromo-9-oxo-11,12,13,13a-tetrahydro-9H-imidazo[1,5-a]pyrrolo[2,1-c][1,4]-benzodiazepine-1-carboxamide), FC(C(=O)OC(C(F)(F)F)=O)(F)F (trifluoroacetic anhydride), O (water). Run in O1CCOCC1 (dioxan), N1=CC=CC=C1 (pyridine). Reaction conditions: time 2.5 hour. Product: BrC1=CC=CC2=C1C(N1[C@H](C=3N2C=NC3C#N)CCC1)=O ((S)-8-bromo-9-oxo-11,12,13,13a-tetrahydro-9H-imidazo[1,5-a]pyrrolo[2,1-c][1,4]benzodiazepine-1-carbonitrile). Yield: 99.6%. As a reaction SMILES: [Br:1][C:2]1[C:7]2[C:8](=[O:22])[N:9]3[CH2:21][CH2:20][CH2:19][C@H:10]3[C:11]3[N:12]([CH:13]=[N:14][C:15]=3[C:16]([NH2:18])=O)[C:6]=2[CH:5]=[CH:4][CH:3]=1.FC(F)(F)C(OC(=O)C(F)(F)F)=O.O>O1CCOCC1.N1C=CC=CC=1>[Br:1][C:2]1[C:7]2[C:8](=[O:22])[N:9]3[CH2:21][CH2:20][CH2:19][C@H:10]3[C:11]3[N:12]([CH:13]=[N:14][C:15]=3[C:16]#[N:18])[C:6]=2[CH:5]=[CH:4][CH:3]=1. Reported procedure: A suspension of 12.8 g (35.4 mmol) of (S)-8-bromo-9-oxo-11,12,13,13a-tetrahydro-9H-imidazo[1,5-a]pyrrolo[2,1-c][1,4]-benzodiazepine-1-carboxamide in a mixture of 50 ml of dioxan and 7 ml of pyridine was treated at 7 to 10° with 6.5 ml of trifluoroacetic anhydride. The suspension was stirred at room temperature for 2.5 hours and poured into 200 ml of water. After 1 hour the suspension was suction filtered. There were obtained 12.1 g (100%) of (S)-8-bromo-9-oxo-11,12,13,13a-tetrahydro-9H-imidazo[1... Reactants: C1COCCN1, ClC(Cl)Cl, O=[N+]([O-])c1ccccc1Cl, NP, O=C(C=Cc1ccccc1)C=Cc1ccccc1, O=C(C=Cc1ccccc1)C=Cc1ccccc1, O=C(C=Cc1ccccc1)C=Cc1ccccc1, [Pd], [Pd]. Yields the product O=[N+]([O-])c1ccccc1N1CCOCC1. Reaction SMILES: [CH2:11]1[CH2:12][O:13][CH2:14][CH2:15][NH:16]1.[Cl:75][CH:76]([Cl:77])[Cl:78].[N+:1](=[O:2])([O-:3])[c:4]1[c:5]([Cl:10])[cH:6][cH:7][cH:8][cH:9]1.[NH2:17][PH2:18].[O:21]=[C:22]([CH:23]=[CH:24][c:25]1[cH:26][cH:27][cH:28][cH:29][cH:30]1)[CH:31]=[CH:32][c:33]1[cH:34][cH:35][cH:36][cH:37][cH:38]1.[O:39]=[C:40]([CH:41]=[CH:42][c:43]1[cH:44][cH:45][cH:46][cH:47][cH:48]1)[CH:49]=[CH:50][c:51]1[cH:52][cH:53][cH:54][cH:55][cH:56]1.[O:57]=[C:58]([CH:59]=[CH:60][c:61]1[cH:62][cH:63][cH:64][cH:65][cH:66]1)[CH:67]=[CH:68][c:69]1[cH:70][cH:71][cH:72][cH:73][cH:74]1.[Pd:19].[Pd:20]>>[N+:1](=[O:2])([O-:3])[c:4]1[c:5]([N:16]2[CH2:11][CH2:12][O:13][CH2:14][CH2:15]2)[cH:6][cH:7][cH:8][cH:9]1. Reaction SMILES: [Br:1][N:2]1[C:3](=[O:4])[CH2:5][CH2:6][C:7]1=[O:8].[CH3:9][c:10]1[n:11][o:12][c:13]([NH:15][S:16](=[O:17])(=[O:18])[c:19]2[cH:20][cH:21][c:22](-[c:25]3[cH:26][cH:27][c:28]([CH3:31])[cH:29][cH:30]3)[cH:23][cH:24]2)[cH:14]1.[CH:32]([Cl:33])([Cl:34])[Cl:35].[Cl:36][CH2:37][Cl:38]>>[Br:1][c:14]1[c:10]([CH3:9])[n:11][o:12][c:13]1[NH:15][S:16](=[O:17])(=[O:18])[c:19]1[cH:20][cH:21][c:22](-[c:25]2[cH:26][cH:27][c:28]([CH3:31])[cH:29][cH:30]2)[cH:23][cH:24]1. Starting materials: O=C1CCC(=O)N1Br, Cc1ccc(-c2ccc(S(=O)(=O)Nc3cc(C)no3)cc2)cc1, ClC(Cl)Cl, ClCCl. Product: Cc1ccc(-c2ccc(S(=O)(=O)Nc3onc(C)c3Br)cc2)cc1. Reactants: O=C([O-])O, O=C(Cl)Oc1ccccc1, ClCCl, Nc1nccs1, [Na+], c1ccncc1. Yields the product O=C(Nc1nccs1)Oc1ccccc1. Reaction SMILES: [C:23](=[O:24])([OH:25])[O-:26].[Cl:13][C:14](=[O:15])[O:16][c:17]1[cH:18][cH:19][cH:20][cH:21][cH:22]1.[Cl:28][CH2:29][Cl:30].[NH2:1][c:2]1[s:3][cH:4][cH:5][n:6]1.[Na+:27].[cH:7]1[cH:8][cH:9][n:10][cH:11][cH:12]1>>[NH:1]([c:2]1[s:3][cH:4][cH:5][n:6]1)[C:14](=[O:15])[O:16][c:17]1[cH:18][cH:19][cH:20][cH:21][cH:22]1. Reactants: CC(C(=O)O)c1cccc(Oc2ccc(C(F)(F)F)cc2CBr)c1, [H-], [Na+], O=C1NCCO1, CN(C)C=O. Product: CC(C(=O)O)c1cccc(Oc2ccc(C(F)(F)F)cc2CN2CCOC2=O)c1. RXN SMILES: [Br:1][CH2:2][c:3]1[c:4]([O:5][c:6]2[cH:7][c:8]([CH:12]([C:13](=[O:14])[OH:15])[CH3:16])[cH:9][cH:10][cH:11]2)[cH:17][cH:18][c:19]([C:21]([F:22])([F:23])[F:24])[cH:20]1.[H-:31].[Na+:32].[O:25]1[C:26](=[O:30])[NH:27][CH2:28][CH2:29]1.[O:33]=[CH:34][N:35]([CH3:36])[CH3:37]>>[CH2:2]([c:3]1[c:4]([O:5][c:6]2[cH:7][c:8]([CH:12]([C:13](=[O:14])[OH:15])[CH3:16])[cH:9][cH:10][cH:11]2)[cH:17][cH:18][c:19]([C:21]([F:22])([F:23])[F:24])[cH:20]1)[N:27]1[C:26](=[O:30])[O:25][CH2:29][CH2:28]1.